This data is from the Open Reaction Database (ORD), a public repository of structured organic reaction records. The task is: describe an organic reaction: reactants, conditions, products, and yield Starting materials: C(CCC)OCCOC1=CC=C(C=C1)C=1C=CC2=C(C=C(CCN2C(C(F)(F)F)=O)C(=O)NC2=CC=C(C=C2)C(C2=[N+](C(=CC=C2)C)[O-])O)C1 (7-[4-(2-butoxyethoxy)phenyl]-1-trifluoroacetyl-N-[4-[hydroxy(6-methyl-1-oxidopyridin-2-yl)methyl]phenyl]-2,3-dihydro-1H-1-benzazepine-4-carboxamide), [BH4-].[Na+] (sodium borohydride), O (water). Run in C(C)O (ethanol). Reaction conditions: time 3 hour. Product: C(CCC)OCCOC1=CC=C(C=C1)C=1C=CC2=C(C=C(CCN2)C(=O)NC2=CC=C(C=C2)C(C2=[N+](C(=CC=C2)C)[O-])O)C1 (7-[4-(2-butoxyethoxy)phenyl]-N-[4-[hydroxy(6-methyl-1-oxidopyridin-2-yl)methyl]phenyl]-2,3-dihydro-1H-1-benzazepine-4-carboxamide). Isolated yield 60.9%. Reaction SMILES: [CH2:1]([O:5][CH2:6][CH2:7][O:8][C:9]1[CH:14]=[CH:13][C:12]([C:15]2[CH:16]=[CH:17][C:18]3[N:24](C(=O)C(F)(F)F)[CH2:23][CH2:22][C:21]([C:31]([NH:33][C:34]4[CH:39]=[CH:38][C:37]([CH:40]([OH:49])[C:41]5[CH:46]=[CH:45][CH:44]=[C:43]([CH3:47])[N+:42]=5[O-:48])=[CH:36][CH:35]=4)=[O:32])=[CH:20][C:19]=3[CH:50]=2)=[CH:11][CH:10]=1)[CH2:2][CH2:3][CH3:4].[BH4-].[Na+].O>C(O)C>[CH2:1]([O:5][CH2:6][CH2:7][O:8][C:9]1[CH:10]=[CH:11][C:12]([C:15]2[CH:16]=[CH:17][C:18]3[NH:24][CH2:23][CH2:22][C:21]([C:31]([NH:33][C:34]4[CH:35]=[CH:36][C:37]([CH:40]([OH:49])[C:41]5[CH:46]=[CH:45][CH:44]=[C:43]([CH3:47])[N+:42]=5[O-:48])=[CH:38][CH:39]=4)=[O:32])=[CH:20][C:19]=3[CH:50]=2)=[CH:13][CH:14]=1)[CH2:2][CH2:3][CH3:4] |f:1.2|. Procedure: To a solution of 7-[4-(2-butoxyethoxy)phenyl]-1-trifluoroacetyl-N-[4-[hydroxy(6-methyl-1-oxidopyridin-2-yl)methyl]phenyl]-2,3-dihydro-1H-1-benzazepine-4-carboxamide (230 mg) in ethanol (20 ml) was added sodium borohydride (63 mg) at room temperature and the mixture was stirred for 3 hours. To the reaction solution was added water and the mixture was extracted with ethyl acetate. The organic layer was washed with saturated brine, dried over magnesium sulfate and concentrated under reduced pressur... Starting materials: C(C)C=1N=CNC1C(=O)O (4-ethylimidazole-5-carboxylic acid), Cl (HCl), C([O-])(O)=O.[Na+] (sodium bicarbonate), C=O (paraformaldehyde). Run in O (water), O1CCOCC1 (1,4-dioxane), C(C)O (ethanol). Product: Cl.C(C)C=1N=CNC1CO (4-ethyl-5-hydroxymethylimidazole hydrochloride). Reaction SMILES: [CH2:1]([C:3]1[N:4]=[CH:5][NH:6][C:7]=1[C:8](O)=[O:9])[CH3:2].C(=O)(O)[O-].[Na+].C=O.[ClH:18]>O.O1CCOCC1.C(O)C>[ClH:18].[CH2:1]([C:3]1[N:4]=[CH:5][NH:6][C:7]=1[CH2:8][OH:9])[CH3:2] |f:1.2,8.9|. Procedure: To a solution of 1.4 g (0.01 mol) of 4-ethylimidazole-5-carboxylic acid dissolved in a mixed solvent of 10 ml of water and 5 ml of 1,4-dioxane are successively added 2.52 g (0.03 mol) of sodium bicarbonate and 2 g of paraformaldehyde. The mixture is heated at 60°-70° C. for 4 hours. After completion of the reaction, the reaction mixture is concentrated to dryness, and the residue is extracted with acetone. The acetone extract is concentrated to give a viscous oil. The viscous oil is dissolved in... Starting materials: C(C1=CC=CC=C1)OC=1C=C(C=O)C=CC1OC (3-benzyloxy-4-methoxybenzaldehyde), N1C(=O)NC(=O)C1 (hydantoin). Yields the product COC1=C(C=C(C=C1)C=C1C(NC(N1)=O)=O)OCC1=CC=CC=C1 (5-[[4-Methoxy-3-(phenylmethoxy)phenyl]methylene]-2,4-imidazolidinedione). As a reaction SMILES: [CH2:1]([O:8][C:9]1[CH:10]=[C:11]([CH:14]=[CH:15][C:16]=1[O:17][CH3:18])[CH:12]=O)[C:2]1[CH:7]=[CH:6][CH:5]=[CH:4][CH:3]=1.[NH:19]1[CH2:25][C:23](=[O:24])[NH:22][C:20]1=[O:21]>>[CH3:18][O:17][C:16]1[CH:15]=[CH:14][C:11]([CH:12]=[C:25]2[NH:19][C:20](=[O:21])[NH:22][C:23]2=[O:24])=[CH:10][C:9]=1[O:8][CH2:1][C:2]1[CH:7]=[CH:6][CH:5]=[CH:4][CH:3]=1. Procedure details: This compound is prepared from 3-benzyloxy-4-methoxybenzaldehyde (Aldrich) and hydantoin by the procedure described in Example 3; mp 242°-244° C. Reactants: FC(C=1C=C(CNC(=O)C2=CC(=NC=C2)C2=C(C=CC(=C2)N2CCCCC2)NC(=O)C=2C=C(C(=O)O)C=CC2)C=CC1)(F)F (3-((2-(4-((3-(trifluoromethyl)benzyl)carbamoyl)pyridin-2-yl)-4-(piperidin-1-yl)phenyl)carbamoyl)-benzoic acid), CCN=C=NCCCN(C)C.Cl (EDC.HCl), COCCNC(CCNC)=O (N-(2-methoxyethyl)-3-(methylamino)propanamide). Reagents/catalysts: CN(C1=CC=NC=C1)C (4-dimethylaminopyridine). The solvent is ClCCl (dichloromethane), ClCCl (dichloromethane). Run at temperature 25 celsius, time 6 hour. Product: FC(C=1C=C(CNC(=O)C2=CC(=NC=C2)C2=C(C=CC(=C2)N2CCCCC2)NC(C2=CC(C(=O)N(C)CCC(=O)NCCOC)=CC=C2)=O)C=CC1)(F)F (N1-(2-(4-((3-(Trifluoromethyl)benzyl)carbamoyl)pyridin-2-yl)-4-(piperidin-1-yl)phenyl)-N3-(3-(2-methoxyethylamino)-3-oxopropyl)-N3-methylisophthalamide). RXN SMILES: [F:1][C:2]([F:44])([F:43])[C:3]1[CH:4]=[C:5]([CH:40]=[CH:41][CH:42]=1)[CH2:6][NH:7][C:8]([C:10]1[CH:15]=[CH:14][N:13]=[C:12]([C:16]2[CH:21]=[C:20]([N:22]3[CH2:27][CH2:26][CH2:25][CH2:24][CH2:23]3)[CH:19]=[CH:18][C:17]=2[NH:28][C:29]([C:31]2[CH:32]=[C:33]([CH:37]=[CH:38][CH:39]=2)[C:34](O)=[O:35])=[O:30])[CH:11]=1)=[O:9].CCN=C=NCCCN(C)C.Cl.[CH3:57][O:58][CH2:59][CH2:60][NH:61][C:62](=[O:67])[CH2:63][CH2:64][NH:65][CH3:66]>ClCCl.CN(C)C1C=CN=CC=1>[F:44][C:2]([F:1])([F:43])[C:3]1[CH:4]=[C:5]([CH:40]=[CH:41][CH:42]=1)[CH2:6][NH:7][C:8]([C:10]1[CH:15]=[CH:14][N:13]=[C:12]([C:16]2[CH:21]=[C:20]([N:22]3[CH2:23][CH2:24][CH2:25][CH2:26][CH2:27]3)[CH:19]=[CH:18][C:17]=2[NH:28][C:29](=[O:30])[C:31]2[CH:39]=[CH:38][CH:37]=[C:33]([C:34]([N:65]([CH2:64][CH2:63][C:62]([NH:61][CH2:60][CH2:59][O:58][CH3:57])=[O:67])[CH3:66])=[O:35])[CH:32]=2)[CH:11]=1)=[O:9] |f:1.2|. Procedure details: Into a 10-mL vial, was placed a solution of 3-((2-(4-((3-(trifluoromethyl)benzyl)carbamoyl)pyridin-2-yl)-4-(piperidin-1-yl)phenyl)carbamoyl)-benzoic acid 4.1e (80 mg, 0.13 mmol, 1.00 equiv) in dichloromethane (5 mL), EDC.HCl (51.1 mg, 0.27 mmol), 4-dimethylaminopyridine (32.4 mg, 0.27 mmol, 2.00 equiv), and N-(2-methoxyethyl)-3-(methylamino)propanamide (31.2 mg, 0.20 mmol, 1.47 equiv). The resulting solution was stirred for 6 h at 25° C. in an oil bath. The reaction progress was monitored by LCM... Starting materials: COC1=CC=C(CS[C@H]2C[C@H](N(C2)C(=O)OCC2=CC=C(C=C2)[N+](=O)[O-])C(=O)O)C=C1 ((2S,4S)-4-(4-methoxybenzylthio)-1-(4-nitrobenzyloxycarbonyl)-2-pyrrolidinecarboxylic acid), N,N'-carbonyldiimidazole, N[C@H]1CN(CC1)C(=O)OC(C)(C)C ((3R)-3-amino-1-t-butoxycarbonylpyrrolidine). The product is S[C@H]1C[C@H](N(C1)C(=O)OCC1=CC=C(C=C1)[N+](=O)[O-])C(=O)N[C@H]1CN(CC1)C(=O)OCC1=CC=C(C=C1)[N+](=O)[O-] ((2S,4S)-4-Mercapto-2-[(3R)-1-(4nitrobenzyloxycarbonyl)pyrrolidin-3-ylaminocarbonyl]-1-(4-nitrobenzyloxycarbonyl)pyrrolidine). Isolated yield 18.2%. RXN SMILES: COC1C=CC(C[S:8][C@@H:9]2[CH2:13][N:12]([C:14]([O:16][CH2:17][C:18]3[CH:23]=[CH:22][C:21]([N+:24]([O-:26])=[O:25])=[CH:20][CH:19]=3)=[O:15])[C@H:11]([C:27]([OH:29])=O)[CH2:10]2)=CC=1.[NH2:32][C@@H:33]1[CH2:37][CH2:36][N:35]([C:38]([O:40][C:41]([CH3:44])(C)C)=[O:39])[CH2:34]1>>[SH:8][C@@H:9]1[CH2:13][N:12]([C:14]([O:16][CH2:17][C:18]2[CH:19]=[CH:20][C:21]([N+:24]([O-:26])=[O:25])=[CH:22][CH:23]=2)=[O:15])[C@H:11]([C:27]([NH:32][C@@H:33]2[CH2:37][CH2:36][N:35]([C:38]([O:40][CH2:41][C:44]3[CH:23]=[CH:22][C:21]([N+:24]([O-:26])=[O:25])=[CH:20][CH:19]=3)=[O:39])[CH2:34]2)=[O:29])[CH2:10]1. Procedure details: Following a procedure similar to that described in Preparation 19, but using 6.4 g of (2S,4S)-4-(4-methoxybenzylthio)-1-(4-nitrobenzyloxycarbonyl)-2-pyrrolidinecarboxylic acid, 2.40 g of N,N'-carbonyldiimidazole and 2.7 g of (3R)-3-amino-1-t-butoxycarbonylpyrrolidine, 750 mg of the title compound were obtained as a powder.